From a dataset of the Open Reaction Database (ORD), a public repository of structured organic reaction records. describe an organic reaction: reactants, conditions, products, and yield Reactants: ClCCN1CCOCC1 (4-(2-chloroethyl)morpholine), BrC1=CC=C(C=C1)O (4-bromophenol), C(=O)([O-])[O-].[K+].[K+] (K2CO3). The solvent is C(C)#N (acetonitrile). Conditions: temperature 80 celsius, time 8 hour. Product: BrC1=CC=C(OCCN2CCOCC2)C=C1 (4-(2-(4-bromophenoxy)ethyl)morpholine). The yield is 100.0%. Reaction SMILES: Cl[CH2:2][CH2:3][N:4]1[CH2:9][CH2:8][O:7][CH2:6][CH2:5]1.[Br:10][C:11]1[CH:16]=[CH:15][C:14]([OH:17])=[CH:13][CH:12]=1.C([O-])([O-])=O.[K+].[K+]>C(#N)C>[Br:10][C:11]1[CH:16]=[CH:15][C:14]([O:17][CH2:2][CH2:3][N:4]2[CH2:9][CH2:8][O:7][CH2:6][CH2:5]2)=[CH:13][CH:12]=1 |f:2.3.4|. Procedure: A 5 L three-necked round-bottomed flask, equipped with mechanical stirrer, thermometer with adapter, condenser, and nitrogen inlet (on top of condenser), was charged with 1 (140.7 g, 0.756 mol), 4-bromophenol (130.6 g, 0.755 mol), anhydrous K2CO3 powder (367.6 g, 2.66 mol, 3.5 eq), and acetonitrile (1.3 L). The mixture was vigorously stirred (blade touching bottom of flask) at 80° C. (overnight), followed by dilution with DCM (500 mL) and heptane (200 mL) and filtration through Celite. Evaporati... Reactants: CSc1sc(C#N)c2c1C(=O)CC(C)(C)C2, [Mg+]C1CCCCC1, [Cl-]. The product is CC1(C)CC(=O)c2c(C3CCCCC3)sc(C#N)c2C1. As a reaction SMILES: [C:9](#[N:10])[c:11]1[s:12][c:13]([S:23][CH3:24])[c:14]2[c:15]1[CH2:16][C:17]([CH3:21])([CH3:22])[CH2:18][C:19]2=[O:20].[CH:2]1([Mg+:8])[CH2:3][CH2:4][CH2:5][CH2:6][CH2:7]1.[Cl-:1]>>[CH:2]1([c:13]2[s:12][c:11]([C:9]#[N:10])[c:15]3[c:14]2[C:19](=[O:20])[CH2:18][C:17]([CH3:21])([CH3:22])[CH2:16]3)[CH2:3][CH2:4][CH2:5][CH2:6][CH2:7]1. Starting materials: COC1=C(C=CC=C1)C1=NC2=CC=CC=C2C(N1)=O (2-(2′-Methoxyphenyl)-4-quinazolinone), COC=1C=C(C=O)C=CC1 (3-methoxybenzaldehyde). RXN SMILES: CO[C:3]1[CH:8]=[CH:7][CH:6]=[CH:5][C:4]=1[C:9]1[NH:18][C:17](=[O:19])[C:16]2[C:11](=[CH:12][CH:13]=[CH:14][CH:15]=2)[N:10]=1.[CH3:20][O:21]C1C=C(C=CC=1)C=O>>[CH3:20][O:21][C:6]1[CH:5]=[C:4]([C:9]2[NH:18][C:17](=[O:19])[C:16]3[C:11](=[CH:12][CH:13]=[CH:14][CH:15]=3)[N:10]=2)[CH:3]=[CH:8][CH:7]=1. Yields the product COC=1C=C(C=CC1)C1=NC2=CC=CC=C2C(N1)=O (2-(3′-Methoxyphenyl)-4-quinazolinone). Isolated yield 95.0%. Reported procedure: According to the preparation of 42, 3-methoxybenzaldehyde (34) (1.0 g, 7.3 mmol) was used to afford 43 (1.7 g, 95.0%) as pale yellow needles. Starting materials: Brc1cnc2c(c1)CC1(CN3CCC1CC3)O2, c1cc(-c2cnc3c(c2)CC2(CN4CCC2CC4)O3)co1, OB(O)c1cc2ccccc2o1. Product: c1ccc2oc(-c3cnc4c(c3)CC3(CN5CCC3CC5)O4)cc2c1. Reaction SMILES: [Br:22][c:23]1[cH:24][c:25]2[c:36]([n:37][cH:38]1)[O:35][C:27]1([CH2:26]2)[CH:28]2[CH2:29][CH2:30][N:31]([CH2:32][CH2:33]2)[CH2:34]1.[o:1]1[cH:2][cH:3][c:4](-[c:6]2[cH:7][c:8]3[c:9]([n:10][cH:11]2)[O:12][C:13]2([CH2:14][N:15]4[CH2:16][CH2:17][CH:18]2[CH2:19][CH2:20]4)[CH2:21]3)[cH:5]1.[o:39]1[c:40]([B:48]([OH:49])[OH:50])[cH:41][c:42]2[c:43]1[cH:44][cH:45][cH:46][cH:47]2>>[c:6]1(-[c:40]2[o:39][c:43]3[c:42]([cH:41]2)[cH:47][cH:46][cH:45][cH:44]3)[cH:7][c:8]2[c:9]([n:10][cH:11]1)[O:12][C:13]1([CH2:14][N:15]3[CH2:16][CH2:17][CH:18]1[CH2:19][CH2:20]3)[CH2:21]2. The reactants are CCCc1nc2ccccc2[nH]1, Cn1c(CN2CCC(C(C)(C)O)CC2)nc2c(N3CCOCC3)nc(Cl)nc21. Yields the product CCCc1nc2ccccc2n1-c1nc(N2CCOCC2)c2nc(CN3CCC(C(C)(C)O)CC3)n(C)c2n1. As a reaction SMILES: [CH2:29]([CH2:30][CH3:31])[c:32]1[nH:33][c:34]2[c:35]([n:36]1)[cH:37][cH:38][cH:39][cH:40]2.[Cl:1][c:2]1[n:3][c:4]([N:23]2[CH2:24][CH2:25][O:26][CH2:27][CH2:28]2)[c:5]2[n:6][c:7]([CH2:12][N:13]3[CH2:14][CH2:15][CH:16]([C:19]([CH3:20])([CH3:21])[OH:22])[CH2:17][CH2:18]3)[n:8]([CH3:11])[c:9]2[n:10]1>>[c:2]1(-[n:33]2[c:32]([CH2:29][CH2:30][CH3:31])[n:36][c:35]3[c:34]2[cH:40][cH:39][cH:38][cH:37]3)[n:3][c:4]([N:23]2[CH2:24][CH2:25][O:26][CH2:27][CH2:28]2)[c:5]2[n:6][c:7]([CH2:12][N:13]3[CH2:14][CH2:15][CH:16]([C:19]([CH3:20])([CH3:21])[OH:22])[CH2:17][CH2:18]3)[n:8]([CH3:11])[c:9]2[n:10]1.